This data is from the Open Reaction Database (ORD), a public repository of structured organic reaction records. The task is: describe an organic reaction: reactants, conditions, products, and yield RXN SMILES: [CH3:31][CH:32]([OH:33])[CH3:34].[Cl:1][c:2]1[n:3][c:4]2[n:5]([CH3:23])[c:6](=[O:22])[n:7]([CH3:21])[c:8](=[O:20])[c:9]2[n:10]1[CH2:11][c:12]1[c:13]([C:14]#[N:15])[cH:16][cH:17][cH:18][cH:19]1.[NH:24]1[CH2:25][CH2:26][NH:27][CH2:28][CH2:29][CH2:30]1>>[c:2]1([N:24]2[CH2:25][CH2:26][NH:27][CH2:28][CH2:29][CH2:30]2)[n:3][c:4]2[n:5]([CH3:23])[c:6](=[O:22])[n:7]([CH3:21])[c:8](=[O:20])[c:9]2[n:10]1[CH2:11][c:12]1[c:13]([C:14]#[N:15])[cH:16][cH:17][cH:18][cH:19]1. Reactants: CC(C)O, Cn1c(=O)c2c(nc(Cl)n2Cc2ccccc2C#N)n(C)c1=O, C1CNCCNC1. The product is Cn1c(=O)c2c(nc(N3CCCNCC3)n2Cc2ccccc2C#N)n(C)c1=O. Starting materials: CC(C)(C)CCN, Cc1ccccc1, O=Cc1cccc(F)c1N1CCC(F)(F)C1. The product is CC(C)(C)CCN=Cc1cccc(F)c1N1CCC(F)(F)C1. RXN SMILES: [CH3:17][C:18]([CH2:19][CH2:20][NH2:21])([CH3:22])[CH3:23].[CH3:24][c:25]1[cH:26][cH:27][cH:28][cH:29][cH:30]1.[F:1][C:2]1([F:16])[CH2:3][N:4]([c:7]2[c:8]([CH:9]=[O:10])[cH:11][cH:12][cH:13][c:14]2[F:15])[CH2:5][CH2:6]1>>[F:1][C:2]1([F:16])[CH2:3][N:4]([c:7]2[c:8]([CH:9]=[N:21][CH2:20][CH2:19][C:18]([CH3:17])([CH3:22])[CH3:23])[cH:11][cH:12][cH:13][c:14]2[F:15])[CH2:5][CH2:6]1. The reactants are O=C1Cc2cc(C(=O)c3ccccc3)ccc2N1, O=C=NS(=O)(=O)Cl, C1CCOC1. The product is NC(=O)N1C(=O)Cc2cc(C(=O)c3ccccc3)ccc21. As a reaction SMILES: [C:1]([c:2]1[cH:3][cH:4][cH:5][cH:6][cH:7]1)(=[O:8])[c:9]1[cH:10][c:11]2[c:15]([cH:16][cH:17]1)[NH:14][C:13](=[O:18])[CH2:12]2.[Cl:19][S:20](=[O:21])(=[O:22])[N:23]=[C:24]=[O:25].[O:26]1[CH2:27][CH2:28][CH2:29][CH2:30]1>>[C:1]([c:2]1[cH:3][cH:4][cH:5][cH:6][cH:7]1)(=[O:8])[c:9]1[cH:10][c:11]2[c:15]([cH:16][cH:17]1)[N:14]([C:24]([NH2:23])=[O:25])[C:13](=[O:18])[CH2:12]2.